This data is from the Open Reaction Database (ORD), a public repository of structured organic reaction records. The task is: describe an organic reaction: reactants, conditions, products, and yield The reactants are CC(=O)Nc1cccc2c1C(=O)CCC2, CC(C)(C)[O-], Cl, [K+], CCCCON=O, C1CCOC1. Product: CC(=O)Nc1cccc2c1C(=O)C(=NO)CC2. As a reaction SMILES: [C:7]([CH3:8])(=[O:9])[NH:10][c:11]1[cH:12][cH:13][cH:14][c:15]2[c:20]1[C:19](=[O:21])[CH2:18][CH2:17][CH2:16]2.[CH3:1][C:2]([CH3:3])([O-:4])[CH3:5].[ClH:29].[K+:6].[N:22](=[O:23])[O:24][CH2:25][CH2:26][CH2:27][CH3:28].[O:30]1[CH2:31][CH2:32][CH2:33][CH2:34]1>>[C:7]([CH3:8])(=[O:9])[NH:10][c:11]1[cH:12][cH:13][cH:14][c:15]2[c:20]1[C:19](=[O:21])[C:18](=[N:22][OH:23])[CH2:17][CH2:16]2. The reactants are IC=1C=C(C(=O)O)C=CC1 (3-iodobenzoic acid), C(=O)(N1C=NC=C1)N1C=NC=C1 (1,1′-carbonyldiimidazole), C(C)(C)(C)O (tert-butyl alcohol), N12CCCCCC2=NCCC1 (1,8-diazabicyclo[5,4,0]undec-7-ene). Solvent: CN(C=O)C (N,N-dimethylformamide), O (water). Conditions: temperature 40 celsius. The product is C(C)(C)(C)OC(C1=CC(=CC=C1)I)=O (3-iodobenzoic acid tert-butyl ester). Yield: 92.1%. Reaction SMILES: [I:1][C:2]1[CH:3]=[C:4]([CH:8]=[CH:9][CH:10]=1)[C:5]([OH:7])=[O:6].C(N1C=CN=C1)(N1C=CN=C1)=O.[C:23](O)([CH3:26])([CH3:25])[CH3:24].N12CCCN=C1CCCCC2>CN(C)C=O.O>[C:23]([O:6][C:5](=[O:7])[C:4]1[CH:8]=[CH:9][CH:10]=[C:2]([I:1])[CH:3]=1)([CH3:26])([CH3:25])[CH3:24]. Reported procedure: To a solution of 3-iodobenzoic acid (50 g, 0.2 mol) in N,N-dimethylformamide (250 mL) was added solid 1,1′-carbonyldiimidazole (32.4 g, 0.2 mol) over 15 min. The resulting mixture was heated at 40° C. for 1 hr, then was added tert-butyl alcohol (29.6 g, 0.4 mol) and 1,8-diazabicyclo[5,4,0]undec-7-ene (30.4 g, 0.2 mol) and heated at 40° C. overnight. The reaction was cooled to room temperature, diluted with water (500 mL) and extracted with hexane (2×500 mL). The combined organic layers were wash... Starting materials: FC(S(=O)(=O)OC=1C([C@@H]2CC[C@]3([C@@]4(CC[C@@]5([C@@H]([C@H]4CC[C@@H]3[C@]2(CC1)C)[C@@H](CC5)C(=C)C)N)C)C)(C)C)(F)F ((1R,3aS,5aR,5bR,7aR,11aR,11bR,13aR,13bR)-3a-amino-5a,5b,8,8,11a-pentamethyl-1-(prop-1-en-2-yl)-2,3,3a,4,5,5a,5b,6,7,7a,8,11,11a,11b,12,13,13a,13b-octadecahydro-1H-cyclopenta[a]chrysen-9-yl trifluoromethanesulfonate), P(O)(O)(O)=O (phosphoric acid), [K] (potassium), CC1(OB(OC1(C)C)C1=CCC(CC1)C(=O)OCC)C (ethyl 4-(4,4,5,5-tetramethyl-1,3,2-dioxaborolan-2-yl)cyclohex-3-enecarboxylate), C1(CCCCC1)P(C1=C(C=CC=C1)C1=C(C=CC=C1OC)OC)C1CCCCC1 (2-dicyclohexylphosphino-2′,6′-dimethoxy-1,1′-biphenyl). The reagents and catalysts are C(C)(=O)[O-].[Pd+2].C(C)(=O)[O-] (palladium(II)acetate). The solvent is O1CCOCC1 (1,4-dioxane), O (water). Reaction conditions: temperature 75 celsius. Product: N[C@]12[C@@H]([C@H]3CC[C@@H]4[C@]5(CC=C(C([C@@H]5CC[C@]4([C@@]3(CC1)C)C)(C)C)C1=CCC(CC1)C(=O)OCC)C)[C@@H](CC2)C(=C)C (ethyl 4-((1R,3aS,5aR,5bR,7aR,11aS,11bR,13aR,13bR)-3a-amino-5a,5b,8,8,11a-pentamethyl-1-(prop-1-en-2-yl)-2,3,3a,4,5,5a,5b,6,7,7a,8,11,11a,11b,12,13,13a,13b-octadecahydro-1H-cyclopenta[a]chrysen-9-yl)cyclohex-3-enecarboxylate). The yield is 65.6%. Reaction SMILES: FC(F)(F)S(O[C:7]1[C:8]([CH3:36])([CH3:35])[C@H:9]2[C@:22]([CH3:25])([CH2:23][CH:24]=1)[C@@H:21]1[C@:12]([CH3:34])([C@@:13]3([CH3:33])[C@H:18]([CH2:19][CH2:20]1)[C@H:17]1[C@H:26]([C:29]([CH3:31])=[CH2:30])[CH2:27][CH2:28][C@:16]1([NH2:32])[CH2:15][CH2:14]3)[CH2:11][CH2:10]2)(=O)=O.P(=O)(O)(O)O.[K].CC1(C)C(C)(C)OB([C:53]2[CH2:58][CH2:57][CH:56]([C:59]([O:61][CH2:62][CH3:63])=[O:60])[CH2:55][CH:54]=2)O1.C1(P(C2CCCCC2)C2C=CC=CC=2C2C(OC)=CC=CC=2OC)CCCCC1>O1CCOCC1.O.C([O-])(=O)C.[Pd+2].C([O-])(=O)C>[NH2:32][C@:16]12[CH2:28][CH2:27][C@@H:26]([C:29]([CH3:31])=[CH2:30])[C@@H:17]1[C@@H:18]1[C@@:13]([CH3:33])([CH2:14][CH2:15]2)[C@@:12]2([CH3:34])[C@@H:21]([C@:22]3([CH3:25])[C@@H:9]([CH2:10][CH2:11]2)[C:8]([CH3:35])([CH3:36])[C:7]([C:53]2[CH2:58][CH2:57][CH:56]([C:59]([O:61][CH2:62][CH3:63])=[O:60])[CH2:55][CH:54]=2)=[CH:24][CH2:23]3)[CH2:20][CH2:19]1 |f:7.8.9,^1:43|. Procedure: To a flask containing (1R,3aS,5aR,5bR,7aR,11aR,11bR,13aR,13bR)-3a-amino-5a,5b,8,8,11a-pentamethyl-1-(prop-1-en-2-yl)-2,3,3a,4,5,5a,5b,6,7,7a,8,11,11a,11b,12,13,13a,13b-octadecahydro-1H-cyclopenta[a]chrysen-9-yl trifluoromethanesulfonate (1.22 g, 2.187 mmol) was added phosphoric acid, potassium salt (1.393 g, 6.56 mmol), ethyl 4-(4,4,5,5-tetramethyl-1,3,2-dioxaborolan-2-yl)cyclohex-3-enecarboxylate (0.613 g, 2.187 mmol), 2-dicyclohexylphosphino-2′,6′-dimethoxy-1,1′-biphenyl (S-phos) (0.067 g, 0.1... The reactants are CCOC(=O)C(Cc1cccc([N+](=O)[O-])c1)NC(=O)OC(C)(C)C, [Li+], C1CCOC1, [OH-]. RXN SMILES: [CH2:1]([CH3:2])[O:3][C:4]([CH:5]([CH2:6][c:7]1[cH:8][c:9]([N+:13](=[O:14])[O-:15])[cH:10][cH:11][cH:12]1)[NH:16][C:17](=[O:18])[O:19][C:20]([CH3:21])([CH3:22])[CH3:23])=[O:24].[Li+:25].[O:27]1[CH2:28][CH2:29][CH2:30][CH2:31]1.[OH-:26]>>[O:3]=[C:4]([CH:5]([CH2:6][c:7]1[cH:8][c:9]([N+:13](=[O:14])[O-:15])[cH:10][cH:11][cH:12]1)[NH:16][C:17](=[O:18])[O:19][C:20]([CH3:21])([CH3:22])[CH3:23])[OH:24]. Yields the product CC(C)(C)OC(=O)NC(Cc1cccc([N+](=O)[O-])c1)C(=O)O.